describe an organic reaction: reactants, conditions, products, and yield From a dataset of the Open Reaction Database (ORD), a public repository of structured organic reaction records. Starting materials: C1=CC2=C(C=C1)NC=C2CCCC(=O)O (IBA), CC(=C)C(=O)OCCO (HEMA), C(C1=CC=CC=C1)(=O)OOC(C1=CC=CC=C1)=O (dibenzoyl peroxide). Solvent: C(C)(=O)OCC (ethyl acetate). Reaction conditions: temperature 60 celsius. Yields the product C1=CC2=C(C=C1)NC=C2CCCC(=O)O.CC(=C)C(=O)OCCO (IBA HEMA). As a reaction SMILES: [CH:1]1[CH:6]=[CH:5][C:4]2[NH:7][CH:8]=[C:9]([CH2:10][CH2:11][CH2:12][C:13]([OH:15])=[O:14])[C:3]=2[CH:2]=1.[CH3:16][C:17]([C:19]([O:21][CH2:22][CH2:23][OH:24])=[O:20])=[CH2:18].C(OOC(=O)C1C=CC=CC=1)(=O)C1C=CC=CC=1>C(OCC)(=O)C>[CH:1]1[CH:6]=[CH:5][C:4]2[NH:7][CH:8]=[C:9]([CH2:10][CH2:11][CH2:12][C:13]([OH:15])=[O:14])[C:3]=2[CH:2]=1.[CH3:18][C:17]([C:19]([O:21][CH2:22][CH2:23][OH:24])=[O:20])=[CH2:16] |f:4.5|. Reported procedure: In a glass polymerization bottle were charged 80 g IOA, 18 g IBA, 2 g HEMA, 100 g ethyl acetate, and 0.5 g dibenzoyl peroxide. The bottle was purged with nitrogen, sealed, and tumbled in a water bath maintained at 60° C. for 14 hrs. The resulting terpolymer, IOA/IBA/HEMA, was isolated by precipitation in petroleum ether. The terpolymer has a number average molecular weight of 180,000 (polymer V). This high molecular weight polymer having a pendent hydroxyl moiety was mixed with the low molecular...